This data is from the Open Reaction Database (ORD), a public repository of structured organic reaction records. The task is: describe an organic reaction: reactants, conditions, products, and yield Starting materials: BrC1=CC(=C(C=C1)C(CCC(F)(F)F)O)C (1-(4-bromo-2-methylphenyl)-4,4,4-trifluorobutan-1-ol), S(=O)(Cl)Cl (thionyl chloride). Solvent: C1(=CC=CC=C1)C (toluene). Reaction conditions: temperature 50 celsius, time 8 hour. The product is BrC1=CC(=C(C=C1)C(CCC(F)(F)F)Cl)C (4-bromo-1-(1-chloro-4,4,4-trifluorobutyl)-2-methylbenzene). RXN SMILES: [Br:1][C:2]1[CH:7]=[CH:6][C:5]([CH:8](O)[CH2:9][CH2:10][C:11]([F:14])([F:13])[F:12])=[C:4]([CH3:16])[CH:3]=1.S(Cl)([Cl:19])=O>C1(C)C=CC=CC=1>[Br:1][C:2]1[CH:7]=[CH:6][C:5]([CH:8]([Cl:19])[CH2:9][CH2:10][C:11]([F:14])([F:13])[F:12])=[C:4]([CH3:16])[CH:3]=1. Procedure details: To a solution of 1-(4-bromo-2-methylphenyl)-4,4,4-trifluorobutan-1-ol (545 g) in toluene (5.4 L) was added thionyl chloride (393 g) at room temperature. The reaction mixture was stirred at 50° C. overnight and concentrated under reduced pressure to give the title compound. This reaction was performed for 3 batches, and the obtained compounds were used in step D without further purification. Reactants: Ru2Cl4 ((R)-BINAP)2, C(C)(C)(C)OC[C@H](CC(CC(=O)OC(C)(C)C)=O)O (t-butyl (5S)-6-t-butoxy-5-hydroxy-3-oxohexanoate). Solvent: CO (methanol). Run at temperature 30 celsius, time 16 hour. Product: C(C)(C)(C)OC[C@H](C[C@H](CC(=O)OC(C)(C)C)O)O (t-butyl (3R,5S)-6-t-butoxy-3,5-dihydroxyhexanoate). Yield: 70.3%. As a reaction SMILES: [C:1]([O:5][CH2:6][C@@H:7]([OH:19])[CH2:8][C:9](=[O:18])[CH2:10][C:11]([O:13][C:14]([CH3:17])([CH3:16])[CH3:15])=[O:12])([CH3:4])([CH3:3])[CH3:2]>CO>[C:1]([O:5][CH2:6][C@@H:7]([OH:19])[CH2:8][C@@H:9]([OH:18])[CH2:10][C:11]([O:13][C:14]([CH3:17])([CH3:16])[CH3:15])=[O:12])([CH3:4])([CH3:2])[CH3:3]. Procedure: In a 100 ml-volume egg plant type flask equipped with a three-way cock whose atmosphere had been displaced with nitrogen was charged 15 mg (0.009 mmole) of Ru2Cl4 ((R)-BINAP)2 (NEt3), and 500 mg (1.75 mmole) of t-butyl (5S)-6-t-butoxy-5-hydroxy-3-oxohexanoate as synthesized in Example 4 and 60 ml of methanol were added thereto to form a solution. The solution was transferred to a 100 ml-volume autoclave whose atmosphere had been displaced with nitrogen and stirred at 30° C. for 16 hours under a ... Product: CNC(=O)CCNCCOC. Reaction SMILES: [CH3:12][CH2:13][OH:14].[CH3:15][OH:16].[CH3:1][NH:2][C:3]([CH:4]=[CH2:5])=[O:6].[CH3:7][O:8][CH2:9][CH2:10][NH2:11]>>[CH3:1][NH:2][C:3]([CH2:4][CH2:5][NH:11][CH2:10][CH2:9][O:8][CH3:7])=[O:6]. Starting materials: CCO, CO, C=CC(=O)NC, COCCN. Starting materials: ClCCl, CN1CCOCC1, O=C(Cl)Oc1ccc([N+](=O)[O-])cc1, CC(O)c1cccnc1. Yields the product CC(OC(=O)Oc1ccc([N+](=O)[O-])cc1)c1cccnc1. RXN SMILES: [CH2:30]([Cl:31])[Cl:32].[CH3:23][N:24]1[CH2:25][CH2:26][O:27][CH2:28][CH2:29]1.[N+:1](=[O:2])([O-:3])[c:4]1[cH:5][cH:6][c:7]([O:8][C:9](=[O:10])[Cl:11])[cH:12][cH:13]1.[n:14]1[cH:15][c:16]([CH:20]([CH3:21])[OH:22])[cH:17][cH:18][cH:19]1>>[N+:1](=[O:2])([O-:3])[c:4]1[cH:5][cH:6][c:7]([O:8][C:9](=[O:10])[O:22][CH:20]([c:16]2[cH:15][n:14][cH:19][cH:18][cH:17]2)[CH3:21])[cH:12][cH:13]1.